From a dataset of the Open Reaction Database (ORD), a public repository of structured organic reaction records. describe an organic reaction: reactants, conditions, products, and yield Reactants: COc1cc2nccc(Oc3ccc(C)cc3Br)c2cc1OC, CC(C)(C)CC(=O)Cl, [Li]CCCC, CCCCCC, C1CCOC1, O. Product: COc1cc2nccc(Oc3ccc(C)cc3C(=O)CC(C)(C)C)c2cc1OC. Reaction SMILES: [Br:1][c:2]1[c:3]([O:4][c:5]2[cH:6][cH:7][n:8][c:9]3[cH:10][c:11]([O:17][CH3:18])[c:12]([O:15][CH3:16])[cH:13][c:14]23)[cH:19][cH:20][c:21]([CH3:23])[cH:22]1.[C:35]([CH3:36])([CH3:37])([CH3:38])[CH2:39][C:40](=[O:41])[Cl:42].[CH2:30]([Li:31])[CH2:32][CH2:33][CH3:34].[CH3:24][CH2:25][CH2:26][CH2:27][CH2:28][CH3:29].[O:44]1[CH2:45][CH2:46][CH2:47][CH2:48]1.[OH2:43]>>[c:2]1([C:40]([CH2:39][C:35]([CH3:36])([CH3:37])[CH3:38])=[O:41])[c:3]([O:4][c:5]2[cH:6][cH:7][n:8][c:9]3[cH:10][c:11]([O:17][CH3:18])[c:12]([O:15][CH3:16])[cH:13][c:14]23)[cH:19][cH:20][c:21]([CH3:23])[cH:22]1.